Dataset: the Open Reaction Database (ORD), a public repository of structured organic reaction records. Task: describe an organic reaction: reactants, conditions, products, and yield Conditions: time 20 hour. Solvent: C(C)#N (acetonitrile), CO (methanol). The reactants are OC(CC[C@H]1[C@H](CNCC1)C(=O)OC)C1=CC=NC2=CC=C(C=C12)OC (methyl (3R,4R)-4-[3-(R,S)-hydroxy-3-(6-methoxyquinolin-4-yl)propyl]piperidine-3-carboxylate), C1(CCCCC1)SCCCl (2-chloroethyl cyclohexyl sulfide), C([O-])([O-])=O.[K+].[K+] (potassium carbonate), [I-].[K+] (potassium iodide). Yield: 53.0%. Procedure: A stirred mixture of 0.54 g of methyl (3R,4R)-4-[3-(R,S)-hydroxy-3-(6-methoxyquinolin-4-yl)propyl]piperidine-3-carboxylate, 0.295 g of 2-chloroethyl cyclohexyl sulfide, 0.23 g of potassium carbonate, and 0.27 g of potassium iodide in 9 cm3 of acetonitrile and 1 cm3 of methanol was brought to a temperature in the region of the boiling point under an inert atmosphere for 20 hours. The reaction mixture was concentrated under reduced pressure (5 kPa) at a temperature in the region of 40° C. The resi... Reaction SMILES: [OH:1][CH:2]([C:15]1[C:24]2[C:19](=[CH:20][CH:21]=[C:22]([O:25][CH3:26])[CH:23]=2)[N:18]=[CH:17][CH:16]=1)[CH2:3][CH2:4][C@@H:5]1[CH2:10][CH2:9][NH:8][CH2:7][C@@H:6]1[C:11]([O:13][CH3:14])=[O:12].[CH:27]1([S:33][CH2:34][CH2:35]Cl)[CH2:32][CH2:31][CH2:30][CH2:29][CH2:28]1.C(=O)([O-])[O-].[K+].[K+].[I-].[K+]>C(#N)C.CO>[OH:1][CH:2]([C:15]1[C:24]2[C:19](=[CH:20][CH:21]=[C:22]([O:25][CH3:26])[CH:23]=2)[N:18]=[CH:17][CH:16]=1)[CH2:3][CH2:4][C@@H:5]1[CH2:10][CH2:9][N:8]([CH2:35][CH2:34][S:33][CH:27]2[CH2:32][CH2:31][CH2:30][CH2:29][CH2:28]2)[CH2:7][C@@H:6]1[C:11]([O:13][CH3:14])=[O:12] |f:2.3.4,5.6|. Yields the product OC(CC[C@H]1[C@H](CN(CC1)CCSC1CCCCC1)C(=O)OC)C1=CC=NC2=CC=C(C=C12)OC (methyl (3R,4R)-4-[3-(R,S)-hydroxy-3-(6-methoxyquinolin-4-yl)propyl]-1-[2-(cyclohexylthio)ethyl]piperidine-3-carboxylate).